Dataset: the Open Reaction Database (ORD), a public repository of structured organic reaction records. Task: describe an organic reaction: reactants, conditions, products, and yield The reactants are ClC1=NC=CC(=N1)N1C([C@](CC1)(C#N)C(C)C)=O ((3S)-1-(2-chloropyrimidin-4-yl)-3-isopropyl-2-oxopyrrolidine-3-carbonitrile), NC=1C=CC(=NC1)C(=O)N (5-aminopyridine-2-carboxamide), C([O-])([O-])=O.[Cs+].[Cs+] (cesium carbonate), C1(=CC=CC=C1)P(C1=C(C2=CC=CC=C2C=C1)C1=C(C=CC2=CC=CC=C12)P(C1=CC=CC=C1)C1=CC=CC=C1)C1=CC=CC=C1 (2,2′-bis(diphenylphosphino)-1,1′-binaphthyl). The reagents and catalysts are C=1C=CC(=CC1)/C=C/C(=O)/C=C/C2=CC=CC=C2.C=1C=CC(=CC1)/C=C/C(=O)/C=C/C2=CC=CC=C2.C=1C=CC(=CC1)/C=C/C(=O)/C=C/C2=CC=CC=C2.[Pd].[Pd] (tris(dibenzylideneacetone)dipalladium(0)). The solvent is O1CCCC1 (tetrahydrofuran). Run at temperature 80 celsius, time 8 hour. Yields the product C(#N)[C@@]1(C(N(CC1)C1=NC(=NC=C1)NC=1C=CC(=NC1)C(=O)N)=O)C(C)C (5-((4-((3S)-3-cyano-3-isopropyl-2-oxopyrrolidin-1-yl)pyrimidin-2-yl)amino)pyridine-2-carboxamide). Isolated yield 19.6%. RXN SMILES: Cl[C:2]1[N:7]=[C:6]([N:8]2[CH2:12][CH2:11][C@:10]([CH:15]([CH3:17])[CH3:16])([C:13]#[N:14])[C:9]2=[O:18])[CH:5]=[CH:4][N:3]=1.[NH2:19][C:20]1[CH:21]=[CH:22][C:23]([C:26]([NH2:28])=[O:27])=[N:24][CH:25]=1.C(=O)([O-])[O-].[Cs+].[Cs+].C1(P(C2C=CC=CC=2)C2C=CC3C(=CC=CC=3)C=2C2C3C(=CC=CC=3)C=CC=2P(C2C=CC=CC=2)C2C=CC=CC=2)C=CC=CC=1>O1CCCC1.C1C=CC(/C=C/C(/C=C/C2C=CC=CC=2)=O)=CC=1.C1C=CC(/C=C/C(/C=C/C2C=CC=CC=2)=O)=CC=1.C1C=CC(/C=C/C(/C=C/C2C=CC=CC=2)=O)=CC=1.[Pd].[Pd]>[C:13]([C@@:10]1([CH:15]([CH3:17])[CH3:16])[CH2:11][CH2:12][N:8]([C:6]2[CH:5]=[CH:4][N:3]=[C:2]([NH:19][C:20]3[CH:21]=[CH:22][C:23]([C:26]([NH2:28])=[O:27])=[N:24][CH:25]=3)[N:7]=2)[C:9]1=[O:18])#[N:14] |f:2.3.4,7.8.9.10.11|. Reported procedure: To a solution of (3S)-1-(2-chloropyrimidin-4-yl)-3-isopropyl-2-oxopyrrolidine-3-carbonitrile (200 mg) obtained in Step A of Example 9, 5-aminopyridine-2-carboxamide (120 mg) obtained in Step A of Example 350, cesium carbonate (490 mg) and 2,2′-bis(diphenylphosphino)-1,1′-binaphthyl (71 mg) in tetrahydrofuran (5.0 mL) was added tris(dibenzylideneacetone)dipalladium(0) (69 mg), and the mixture was stirred overnight at 80° C. under argon atmosphere. The insoluble substance was removed by filtration... Starting materials: ClC=1SC(=NN1)C(F)(F)F (2-chloro-5-trifluoromethyl-[1,3,4]thiadiazole), NCC1CCN(CC1)CC1=CC=CC=C1 (4-aminomethyl-1-benzylpiperidine), C(C)(C)N(CC)C(C)C (diisopropylethylamine). The solvent is C(C)#N (acetonitrile), ClCCl (dichloromethane). Conditions: temperature 120 celsius, time 15 minute. Product: C(C1=CC=CC=C1)N1CCC(CC1)NC=1SC(=NN1)C(F)(F)F ((1-Benzyl-piperidin-4-yl)-(5-trifluoromethyl-[1,3,4]thiadiazol-2-yl)-amine). Yield: 55.1%. As a reaction SMILES: Cl[C:2]1[S:3][C:4]([C:7]([F:10])([F:9])[F:8])=[N:5][N:6]=1.NC[CH:13]1[CH2:18][CH2:17][N:16]([CH2:19][C:20]2[CH:25]=[CH:24][CH:23]=[CH:22][CH:21]=2)[CH2:15][CH2:14]1.C([N:29](C(C)C)CC)(C)C>C(#N)C.ClCCl>[CH2:19]([N:16]1[CH2:17][CH2:18][CH:13]([NH:29][C:2]2[S:3][C:4]([C:7]([F:10])([F:9])[F:8])=[N:5][N:6]=2)[CH2:14][CH2:15]1)[C:20]1[CH:25]=[CH:24][CH:23]=[CH:22][CH:21]=1. Procedure details: A mixture of 2-chloro-5-trifluoromethyl-[1,3,4]thiadiazole (0.42 g, 2.24 mmol) (prepared by a procedure similar to that described in DE 82/3218482), 4-aminomethyl-1-benzylpiperidine (0.4 ml, 1.95 mmol) and diisopropylethylamine (0.5 ml, 2.90 mmol) in acetonitrile (6 ml) was stirred at 120° C. for 15 min., under microwave irradiation. After cooling to room temperature, the reaction mixture was diluted with dichloromethane and extracted with a 10% solution of ammonium chloride (25 ml). The organic... Reactants: ClCCCCOC=1C=CC2=C(COC(N2)=O)C1 (6-(4-chlorobutoxy)-4H-3,1-benzoxazin-2-one), C1(CCCCC1)C1=CC=C(C=C1)S (4-cyclohexyl-thiophenol). Product: C1(CCCCC1)C1=CC=C(C=C1)SCCCCOC=1C=CC2=C(COC(N2)=O)C1 (6-[4-(4-Cyclohexyl-phenylmercapto)-butoxy]-4H-3,1-benzoxazin-2-one). Reaction SMILES: Cl[CH2:2][CH2:3][CH2:4][CH2:5][O:6][C:7]1[CH:8]=[CH:9][C:10]2[NH:15][C:14](=[O:16])[O:13][CH2:12][C:11]=2[CH:17]=1.[CH:18]1([C:24]2[CH:29]=[CH:28][C:27]([SH:30])=[CH:26][CH:25]=2)[CH2:23][CH2:22][CH2:21][CH2:20][CH2:19]1>>[CH:18]1([C:24]2[CH:25]=[CH:26][C:27]([S:30][CH2:2][CH2:3][CH2:4][CH2:5][O:6][C:7]3[CH:8]=[CH:9][C:10]4[NH:15][C:14](=[O:16])[O:13][CH2:12][C:11]=4[CH:17]=3)=[CH:28][CH:29]=2)[CH2:19][CH2:20][CH2:21][CH2:22][CH2:23]1. Procedure details: Prepared analogously to Example 1 from 6-(4-chlorobutoxy)-4H-3,1-benzoxazin-2-one and 4-cyclohexyl-thiophenol. Starting materials: C1(CCCCC1)N=C=NC1CCCCC1 (dicyclohexylcarbodi-imide), ON1N=NC2=C1C=CC=C2 (N-hydroxybenzotriazole), C(=O)NNC=1C=CC(=C(C1)CCC(=O)O)OC (3-[5-(2-formylhydrazino)-2-methoxyphenyl]propionic acid), NC1=CC2=C(NN=N2)C=C1 (5-aminobenzotriazole). The solvent is CN(C=O)C (dimethylformamide). The product is N1N=NC2=C1C=CC(=C2)NC(CCC2=C(C=CC(=C2)NNC=O)OC)=O (N-(Benzotriazol-5-yl)-3-[5-(2-formylhydrazino)-2-methoxyphenyl]propionamide). Reaction SMILES: ON1C2C=CC=CC=2N=N1.[CH:11]([NH:13][NH:14][C:15]1[CH:16]=[CH:17][C:18]([O:26][CH3:27])=[C:19]([CH2:21][CH2:22][C:23]([OH:25])=O)[CH:20]=1)=[O:12].[NH2:28][C:29]1[CH:37]=[CH:36][C:32]2[NH:33][N:34]=[N:35][C:31]=2[CH:30]=1.C1(N=C=NC2CCCCC2)CCCCC1>CN(C)C=O>[NH:33]1[C:32]2[CH:36]=[CH:37][C:29]([NH:28][C:23](=[O:25])[CH2:22][CH2:21][C:19]3[CH:20]=[C:15]([NH:14][NH:13][CH:11]=[O:12])[CH:16]=[CH:17][C:18]=3[O:26][CH3:27])=[CH:30][C:31]=2[N:35]=[N:34]1. Reported procedure: Anhydrous N-hydroxybenzotriazole (1.3 g) was added to a cooled solution of 3-[5-(2-formylhydrazino)-2-methoxyphenyl]propionic acid (1.2 g) and 5-aminobenzotriazole (0.67 g, 0.005 mole) in dry dimethylformamide (10 ml). A solution of dicyclohexylcarbodi-imide (1.1 g) was added dropwise to the solution of reactants at such a rate that the temperature was kept at 0°. Reactants: CN(c1ccncc1[N+](=O)[O-])n1cccc1, CO, CC(C)O. Product: CN(c1ccncc1N)n1cccc1. As a reaction SMILES: [CH3:1][N:2]([c:3]1[c:4]([N+:9]([O-:10])=[O:11])[cH:5][n:6][cH:7][cH:8]1)[n:12]1[cH:13][cH:14][cH:15][cH:16]1.[CH3:21][OH:22].[CH:17]([OH:18])([CH3:19])[CH3:20]>>[CH3:1][N:2]([c:3]1[c:4]([NH2:9])[cH:5][n:6][cH:7][cH:8]1)[n:12]1[cH:13][cH:14][cH:15][cH:16]1. The reactants are COC(C1=C(C=C(C=C1)C(F)(F)F)C(F)(F)F)=O (2,4-bis(trifluoromethyl)benzoic acid methyl ester), NCC1=NC=CC=C1 (2-aminomethylpyridine). Yields the product N1=C(C=CC=C1)CNC(C1=C(C=C(C=C1)C(F)(F)F)C(F)(F)F)=O (N-(pyrid-2-ylmethyl)-2,4-bis(trifluoromethyl)benzoic acid amide). Yield: 60.8%. As a reaction SMILES: CO[C:3](=[O:18])[C:4]1[CH:9]=[CH:8][C:7]([C:10]([F:13])([F:12])[F:11])=[CH:6][C:5]=1[C:14]([F:17])([F:16])[F:15].[NH2:19][CH2:20][C:21]1[CH:26]=[CH:25][CH:24]=[CH:23][N:22]=1>>[N:22]1[CH:23]=[CH:24][CH:25]=[CH:26][C:21]=1[CH2:20][NH:19][C:3](=[O:18])[C:4]1[CH:9]=[CH:8][C:7]([C:10]([F:11])([F:12])[F:13])=[CH:6][C:5]=1[C:14]([F:15])([F:16])[F:17]. Procedure: 5.4 g of 2,4-bis(trifluoromethyl)benzoic acid methyl ester and 2.5 g of 2-aminomethylpyridine were heated to 160°-180° C for 6 hours. After cooling, the product was recrystallized from toluene. 4.2 g (64% of theory) of N-(pyrid-2-ylmethyl)-2,4-bis(trifluoromethyl)benzoic acid amide of melting point 112°-113° C were thus obtained.